This data is from the Open Reaction Database (ORD), a public repository of structured organic reaction records. The task is: describe an organic reaction: reactants, conditions, products, and yield The reactants are C(C1=CC=CC=C1)OC1=C(C=C(C=C1)C(CN[C@@H]1CC2=CC(=CC=C2CC1)OCC(=O)OCC)O)CCOCC1=CC=CC=C1 (Ethyl 2-[(2S)-2-[[(2RS)-2-[4-benzyloxy-3-(2-benzyloxyethyl)phenyl]-2-hydroxyethyl]amino]-1,2,3,4-tetrahydronaphthalen-7-yloxy]acetate). Reagents/catalysts: [Pd] (palladium on activated carbon). Run in C(C)(=O)O (acetic acid). Reaction conditions: time 6 hour. Product: OC(CN[C@@H]1CC2=CC(=CC=C2CC1)OCC(=O)OCC)C1=CC(=C(C=C1)O)CCO (ethyl 2-[(2S)-2-[[(2RS)-2-hydroxy-2-[4-hydroxy-3-(2-hydroxyethyl)phenyl]ethyl]amino]-1,2,3,4-tetrahydronaphthalen-7-yloxy]acetate). Isolated yield 85.2%. RXN SMILES: C([O:8][C:9]1[CH:14]=[CH:13][C:12]([CH:15]([OH:35])[CH2:16][NH:17][C@H:18]2[CH2:27][CH2:26][C:25]3[C:20](=[CH:21][C:22]([O:28][CH2:29][C:30]([O:32][CH2:33][CH3:34])=[O:31])=[CH:23][CH:24]=3)[CH2:19]2)=[CH:11][C:10]=1[CH2:36][CH2:37][O:38]CC1C=CC=CC=1)C1C=CC=CC=1>[Pd].C(O)(=O)C>[OH:35][CH:15]([C:12]1[CH:13]=[CH:14][C:9]([OH:8])=[C:10]([CH2:36][CH2:37][OH:38])[CH:11]=1)[CH2:16][NH:17][C@H:18]1[CH2:27][CH2:26][C:25]2[C:20](=[CH:21][C:22]([O:28][CH2:29][C:30]([O:32][CH2:33][CH3:34])=[O:31])=[CH:23][CH:24]=2)[CH2:19]1. Reported procedure: Ethyl 2-[(2S)-2-[[(2RS)-2-[4-benzyloxy-3-(2-benzyloxyethyl)phenyl]-2-hydroxyethyl]amino]-1,2,3,4-tetrahydronaphthalen-7-yloxy]acetate (200 mg) and 10% palladium on activated carbon (30 mg) was suspended in acetic acid (1.5 ml), and the suspension was stirred for 6 hours at room temperature under a hydrogen atmosphere. The reaction mixture was filtrated to remove the catalyst, and the filtrate was concentrated in vacuo. Purification of the residue by medium pressure liquid column chromatography o... Starting materials: C(C1=CC=CC=C1)(=O)NC(CC(=O)OCC)C(=O)C1=CSC=C1 (ethyl 3-benzoylamino-3-(3-thienylcarbonyl)propionate), P(=O)(Cl)(Cl)Cl (phosphorus oxychloride). Run in CN(C=O)C (dimethylformamide). The product is C1(=CC=CC=C1)C=1OC(=C(N1)CC(=O)OCC)C1=CSC=C1 (ethyl 2-[2-phenyl-5-(3-thienyl)-4-oxazolyl]acetate). Isolated yield 78.4%. As a reaction SMILES: [C:1]([NH:9][CH:10]([C:17]([C:19]1[CH:23]=[CH:22][S:21][CH:20]=1)=[O:18])[CH2:11][C:12]([O:14][CH2:15][CH3:16])=[O:13])(=O)[C:2]1[CH:7]=[CH:6][CH:5]=[CH:4][CH:3]=1.P(Cl)(Cl)(Cl)=O>CN(C)C=O>[C:2]1([C:1]2[O:18][C:17]([C:19]3[CH:23]=[CH:22][S:21][CH:20]=3)=[C:10]([CH2:11][C:12]([O:14][CH2:15][CH3:16])=[O:13])[N:9]=2)[CH:7]=[CH:6][CH:5]=[CH:4][CH:3]=1. Procedure details: 5.8 g of ethyl 3-benzoylamino-3-(3-thienylcarbonyl)propionate, 30 ml of dimethylformamide and 3.8 g of phosphorus oxychloride are treated in the same manner as described in Example 1. 4.3 g of ethyl 2-[2-phenyl-5-(3-thienyl)-4-oxazolyl]acetate are thereby obtained. Reactants: Cl.Cl.ClC=1C=NC=2NC=3C=CC=C(CCC4=C(C=CC(NC1N2)=C4)N)C3 (6-chloro2,4,8,22-tetraazatetracyclo[14.3.1.1(3,7).1(9,13)]docosa1(20),3(22),4,6,9(21),10,12,16,18-nonaen-12-amine dihydrochloride), FC(C(=O)O)(F)F.CC1=CC(=NO1)N1CCC(CC1)CC(=O)O ([1-(5-methylisoxazol-3-yl)piperidin-4-yl]acetic acid trifluoroacetate). Product: FC(C(=O)O)(F)F.ClC=1C=NC=2NC=3C=CC=C(CCC4=C(C=CC(NC1N2)=C4)NC(CC4CCN(CC4)C4=NOC(=C4)C)=O)C3 (N-[6-Chloro-2,4,8,22-tetraazatetracyclo[14.3.1.1(3,7).1(9,13)]docosa-1(20),3(22),4,6,9(21),10,12,16,18-nonaen-12-yl]-2-[1-(5-methylisoxazol-3-yl)piperidin-4-yl]acetamide trifluoroacetate). Isolated yield 8.0%. RXN SMILES: Cl.Cl.[Cl:3][C:4]1[CH:5]=[N:6][C:7]2[NH:8][C:9]3[CH:10]=[CH:11][CH:12]=[C:13]([CH:26]=3)[CH2:14][CH2:15][C:16]3[CH:24]=[C:20]([NH:21][C:22]=1[N:23]=2)[CH:19]=[CH:18][C:17]=3[NH2:25].[F:27][C:28]([F:33])([F:32])[C:29]([OH:31])=[O:30].[CH3:34][C:35]1[O:39][N:38]=[C:37]([N:40]2[CH2:45][CH2:44][CH:43]([CH2:46][C:47](O)=[O:48])[CH2:42][CH2:41]2)[CH:36]=1>>[F:27][C:28]([F:33])([F:32])[C:29]([OH:31])=[O:30].[Cl:3][C:4]1[CH:5]=[N:6][C:7]2[NH:8][C:9]3[CH:10]=[CH:11][CH:12]=[C:13]([CH:26]=3)[CH2:14][CH2:15][C:16]3[CH:24]=[C:20]([NH:21][C:22]=1[N:23]=2)[CH:19]=[CH:18][C:17]=3[NH:25][C:47](=[O:48])[CH2:46][CH:43]1[CH2:42][CH2:41][N:40]([C:37]2[CH:36]=[C:35]([CH3:34])[O:39][N:38]=2)[CH2:45][CH2:44]1 |f:0.1.2,3.4,5.6|. Procedure details: The desired compound was prepared according to the procedure of Example A169, step B using 6-chloro2,4,8,22-tetraazatetracyclo[14.3.1.1(3,7).1(9,13)]docosa1(20),3(22),4,6,9(21),10,12,16,18-nonaen-12-amine dihydrochloride and [1-(5-methylisoxazol-3-yl)piperidin-4-yl]acetic acid trifluoroacetate as starting materials in 8% yield. LCMS for C29H31ClN7O2 (M+H)+: m/z=544.2. The reactants are BrCc1ccccc1, O=C([O-])[O-], CCC(C)=O, [K+], [K+], Oc1cccnc1S. The product is Oc1cccnc1SCc1ccccc1. Reaction SMILES: [Br:15][CH2:16][c:17]1[cH:18][cH:19][cH:20][cH:21][cH:22]1.[C:9](=[O:10])([O-:11])[O-:12].[CH3:23][C:24](=[O:25])[CH2:26][CH3:27].[K+:13].[K+:14].[SH:1][c:2]1[n:3][cH:4][cH:5][cH:6][c:7]1[OH:8]>>[S:1]([c:2]1[n:3][cH:4][cH:5][cH:6][c:7]1[OH:8])[CH2:16][c:17]1[cH:18][cH:19][cH:20][cH:21][cH:22]1. The product is CN(C)CCOc1nc(N)nc2c1CCCC21CCCC1. RXN SMILES: [CH2:29]1[O:30][CH2:31][CH2:32][CH2:33]1.[CH3:1][N:2]([CH3:3])[CH2:4][CH2:5][OH:6].[CH3:7][C:8]([CH3:9])([O-:10])[CH3:11].[Cl:13][c:14]1[n:15][c:16]([NH2:28])[n:17][c:18]2[c:19]1[CH2:20][CH2:21][CH2:22][C:23]21[CH2:24][CH2:25][CH2:26][CH2:27]1.[Cl:34][CH2:35][Cl:36].[K+:12].[OH2:37]>>[CH3:1][N:2]([CH3:3])[CH2:4][CH2:5][O:6][c:14]1[n:15][c:16]([NH2:28])[n:17][c:18]2[c:19]1[CH2:20][CH2:21][CH2:22][C:23]21[CH2:24][CH2:25][CH2:26][CH2:27]1. The reactants are C1CCOC1, CN(C)CCO, CC(C)(C)[O-], Nc1nc(Cl)c2c(n1)C1(CCCC1)CCC2, ClCCl, [K+], O. The reactants are NC1=NC2=C(C=3C=C(C=NC13)CCC1=C(C=C(C=C1)OC)C)C=CC(=C2)C(C(F)(F)P(OCC)(OCC)=O)O (diethyl 2-(5-amino-2-(4-methoxy-2-methylphenethyl)benzo[f][1,7]naphthyridin-8-yl)-1,1-difluoro-2-hydroxyethylphosphonate), CS(=O)C.C(C)(=O)OCC (DMSO ethyl acetate). The solvent is C(C)(=O)OCC (ethyl acetate). Reaction conditions: temperature 80 celsius. The product is NC1=NC2=C(C=3C=C(C=NC13)CCC1=C(C=C(C=C1)OC)C)C=CC(=C2)C(C(F)(F)P(OCC)(OCC)=O)=O (diethyl 2-(5-amino-2-(4-methoxy-2-methylphenethyl)benzo[f][1,7]naphthyridin-8-yl)-1,1-difluoro-2-oxoethylphosphonate). RXN SMILES: [NH2:1][C:2]1[C:11]2[N:10]=[CH:9][C:8]([CH2:12][CH2:13][C:14]3[CH:19]=[CH:18][C:17]([O:20][CH3:21])=[CH:16][C:15]=3[CH3:22])=[CH:7][C:6]=2[C:5]2[CH:23]=[CH:24][C:25]([CH:27]([OH:39])[C:28]([P:31](=[O:38])([O:35][CH2:36][CH3:37])[O:32][CH2:33][CH3:34])([F:30])[F:29])=[CH:26][C:4]=2[N:3]=1.CS(C)=O.C(OCC)(=O)C>C(OCC)(=O)C>[NH2:1][C:2]1[C:11]2[N:10]=[CH:9][C:8]([CH2:12][CH2:13][C:14]3[CH:19]=[CH:18][C:17]([O:20][CH3:21])=[CH:16][C:15]=3[CH3:22])=[CH:7][C:6]=2[C:5]2[CH:23]=[CH:24][C:25]([C:27](=[O:39])[C:28]([P:31](=[O:38])([O:35][CH2:36][CH3:37])[O:32][CH2:33][CH3:34])([F:29])[F:30])=[CH:26][C:4]=2[N:3]=1 |f:1.2|. Procedure: To a solution of diethyl 2-(5-amino-2-(4-methoxy-2-methylphenethyl)benzo[f][1,7]naphthyridin-8-yl)-1,1-difluoro-2-hydroxyethylphosphonate (2-3) (1.0 equiv.) in 1:1 DMSO/ethyl acetate (0.07 M) was added IBX (1.5 equiv.). The reaction was heated to 80° C. for 1 hour, and then cooled to room temperature. The mixture was diluted with ethyl acetate and filtered through celite. The filtrate was washed with water (2×), brine, dried over anhydrous MgSO4, and concentrated in vacuo. The resulting residue ...